This data is from the Open Reaction Database (ORD), a public repository of structured organic reaction records. The task is: describe an organic reaction: reactants, conditions, products, and yield The reactants are CS(=O)(=O)OCCC1=NC=C(N=C1)N(C(=O)OC(C)(C)C)C(=O)OC(C)(C)C (2-(5-(bis(tert-butoxycarbonyl)amino)pyrazin-2-yl)ethyl methanesulfonate), C[S-].[Na+] (sodium thiomethoxide), C(C)(=O)OCC (ethyl acetate), C([O-])(O)=O.[Na+] (sodium bicarbonate). Solvent: CN(C)C=O (DMF). Conditions: temperature 85 celsius, time 3 hour. The product is CSCCC=1N=CC(=NC1)NC(OC(C)(C)C)=O (tert-butyl 5-(2-(methylthio)ethyl)pyrazin-2-ylcarbamate). Yield: 84.4%. RXN SMILES: CS(O[CH2:6][CH2:7][C:8]1[CH:13]=[N:12][C:11]([N:14]([C:22]([O:24][C:25]([CH3:28])([CH3:27])[CH3:26])=[O:23])C(OC(C)(C)C)=O)=[CH:10][N:9]=1)(=O)=O.[CH3:29][S-:30].[Na+].C(OCC)(=O)C.C(=O)(O)[O-].[Na+]>CN(C=O)C>[CH3:29][S:30][CH2:6][CH2:7][C:8]1[N:9]=[CH:10][C:11]([NH:14][C:22](=[O:23])[O:24][C:25]([CH3:26])([CH3:27])[CH3:28])=[N:12][CH:13]=1 |f:1.2,4.5|. Procedure details: To 2-(5-(bis(tert-butoxycarbonyl)amino)pyrazin-2-yl)ethyl methanesulfonate (540 mg, 1.293 mmol) in DMF (7 mL) was added sodium thiomethoxide (408 mg, 5.82 mmol) and was stirred at 85° C. for 3 h, followed by LCMS. The reaction was let cool, 200 mL of ethyl acetate and saturated sodium bicarbonate was added. The organic layer was extracted and washed water (3×), saturated salt solution, dried sodium sulfate, filtered through 2 cm silica gel plug and flushed with ethyl acetate. The solvent was con...